This data is from the Open Reaction Database (ORD), a public repository of structured organic reaction records. The task is: describe an organic reaction: reactants, conditions, products, and yield Starting materials: ClC1=C(CC(C#N)C(C)=O)C=CC=C1Cl (2-(2,3-dichlorobenzyl)-3-oxobutanenitrile), O.NN (hydrazine hydrate). Solvent: C(C)O (ethanol). Yields the product ClC1=C(CC=2C(=NNC2N)C)C=CC=C1Cl (4-(2,3-dichlorobenzyl)-3-methyl-1H-pyrazol-5-amine). The yield is 52.2%. RXN SMILES: [Cl:1][C:2]1[C:14]([Cl:15])=[CH:13][CH:12]=[CH:11][C:3]=1[CH2:4][CH:5]([C:8](=O)[CH3:9])[C:6]#[N:7].O.[NH2:17][NH2:18]>C(O)C>[Cl:1][C:2]1[C:14]([Cl:15])=[CH:13][CH:12]=[CH:11][C:3]=1[CH2:4][C:5]1[C:8]([CH3:9])=[N:17][NH:18][C:6]=1[NH2:7] |f:1.2|. Reported procedure: To a solution of 2-(2,3-dichlorobenzyl)-3-oxobutanenitrile (2.19, 9.05 mmol) in ethanol (400 mL) was added hydrazine hydrate (0.452 g, 9.05 mmol) and the resulting solution was stirred under reflux for 16 h. Then the mixture was cooled to room temperature and concentrated. The residue was purified by silica gel column (petroleum ether/ethyl acetate=1/1 then DCM:methanol=40:1) to provide the titled compound (1.21 g, 52%) as a yellow solid; LC/MS: MS (ES+) m/e 256 (MH+); 1H NMR (300 MHz, CDCl3) δ ...